This data is from the Open Reaction Database (ORD), a public repository of structured organic reaction records. The task is: describe an organic reaction: reactants, conditions, products, and yield Starting materials: BrCCCCCCCC (1-bromooctane), [Mg] (magnesium), BrC1=CC(=CO1)C=O (5-bromo-3-furaldehyde), C(C)(C)(C)[Li] (tert-butyl lithium), solution, Cl[Si](C)(C)C (chlorotrimethylsilane). The solvent is O1CCCC1 (tetrahydrofuran), C1CCOC1 (THF), CCCCC (pentane). Reaction conditions: time 8 hour. Product: OC(CCCCCCCC)C=1C=C(OC1)[Si](C)(C)C (4-(1-Hydroxynonyl)-2-trimethylsilylfuran). Reaction SMILES: Br[CH2:2][CH2:3][CH2:4][CH2:5][CH2:6][CH2:7][CH2:8][CH3:9].[Mg].Br[C:12]1[O:16][CH:15]=[C:14]([CH:17]=[O:18])[CH:13]=1.C([Li])(C)(C)C.Cl[Si:25]([CH3:28])([CH3:27])[CH3:26]>O1CCCC1.CCCCC>[OH:18][CH:17]([C:14]1[CH:13]=[C:12]([Si:25]([CH3:28])([CH3:27])[CH3:26])[O:16][CH:15]=1)[CH2:2][CH2:3][CH2:4][CH2:5][CH2:6][CH2:7][CH2:8][CH3:9]. Procedure details: A mixture of 1-bromooctane (1.33 g, 6.9 mmol) and magnesium turnings (174 mg, 7.3 mmol) in tetrahydrofuran (8 ml) was refluxed under argon for 60 min. After cooling to 0°, a solution of 5-bromo-3-furaldehyde (1.21 g, 6.9 mmol) in THF (1 ml) was added and conditions maintained for 60 min. The mixture was further cooled to -78° and tert-butyl lithium (a 1.7M solution in pentane, 4.26 ml, 7.3 mmol) was added dropwise, followed by chlorotrimethylsilane (2.63 ml, 20.7 mmol) after 1h. Stirring was con... Starting materials: CO, COc1cccc(C(=O)N2CCCC2CO)c1[N+](=O)[O-], [H][H], NN, O. Yields the product COc1cccc(C(=O)N2CCCC2CO)c1N. RXN SMILES: [CH3:26][OH:27].[CH3:4][O:5][c:6]1[c:7]([N+:21]([O-:22])=[O:23])[c:8]([C:9](=[O:10])[N:11]2[CH:12]([CH2:16][OH:17])[CH2:13][CH2:14][CH2:15]2)[cH:18][cH:19][cH:20]1.[H:24][H:25].[NH2:2][NH2:3].[OH2:1]>>[CH3:4][O:5][c:6]1[c:7]([NH2:21])[c:8]([C:9](=[O:10])[N:11]2[CH:12]([CH2:16][OH:17])[CH2:13][CH2:14][CH2:15]2)[cH:18][cH:19][cH:20]1. Reactants: Cc1c(C=O)c2ccccc2n1-c1ccc(OCc2ccccc2)cc1, CO, Cl, NO, c1ccncc1. The product is Cc1c(C=NO)c2ccccc2n1-c1ccc(OCc2ccccc2)cc1. RXN SMILES: [CH2:1]([c:2]1[cH:3][cH:4][cH:5][cH:6][cH:7]1)[O:8][c:9]1[cH:10][cH:11][c:12](-[n:15]2[c:16]([CH3:26])[c:17]([CH:24]=[O:25])[c:18]3[cH:19][cH:20][cH:21][cH:22][c:23]23)[cH:13][cH:14]1.[CH3:30][OH:31].[ClH:27].[NH2:28][OH:29].[cH:32]1[cH:33][cH:34][n:35][cH:36][cH:37]1>>[CH2:1]([c:2]1[cH:3][cH:4][cH:5][cH:6][cH:7]1)[O:8][c:9]1[cH:10][cH:11][c:12](-[n:15]2[c:16]([CH3:26])[c:17]([CH:24]=[N:28][OH:29])[c:18]3[cH:19][cH:20][cH:21][cH:22][c:23]23)[cH:13][cH:14]1. The reactants are 5A, O.O.O.[F-] (fluoride trihydrate), C(#N)C=1C=CC2=C(C(=NC(O2)(C)C)C2=NC=CC(=C2OCOCC[Si](C)(C)C)[Si](C)(C)C)C1 (6-cyano-2,2-dimethyl-4-[4-trimethylsilyl-3-(2-trimethylsilylethoxymethyloxy)pyridin-2-yl]-2H-1,3-benzoxazine). Run in O1CCCC1 (tetrahydrofuran). Product: C(#N)C=1C=CC2=C(C(=NC(O2)(C)C)C2=NC=CC=C2O)C1 (6-cyano-2,2-dimethyl-4-(3-hydroxypyridin-2-yl)-2H-1,3-benzoxazine). The yield is 13.1%. As a reaction SMILES: O.O.O.[F-].[C:5]([C:7]1[CH:8]=[CH:9][C:10]2[O:15][C:14]([CH3:17])([CH3:16])[N:13]=[C:12]([C:18]3[C:23]([O:24]COCC[Si](C)(C)C)=[C:22]([Si](C)(C)C)[CH:21]=[CH:20][N:19]=3)[C:11]=2[CH:37]=1)#[N:6]>O1CCCC1>[C:5]([C:7]1[CH:8]=[CH:9][C:10]2[O:15][C:14]([CH3:17])([CH3:16])[N:13]=[C:12]([C:18]3[C:23]([OH:24])=[CH:22][CH:21]=[CH:20][N:19]=3)[C:11]=2[CH:37]=1)#[N:6] |f:0.1.2.3|. Reported procedure: Molecular sieves 5A (5 g) and tertrabutylammonium fluoride trihydrate (3.2 g) were added to a solution of 6-cyano-2,2-dimethyl-4-[4-trimethylsilyl-3-(2-trimethylsilylethoxymethyloxy)pyridin-2-yl]-2H-1,3-benzoxazine (2.5 g) in tetrahydrofuran (20 ml), and the mixture was heated under reflux for 30 minutes. After air-cooling, the mixture was extracted by addition of ethyl acetate. The organic layer was washed with saturated saline solution, the solvent was distilled off under reduced pressure and ... The product is N=1N(N=NC1)C1C(NC(C1)C(=O)OC)=O (Methyl 3-(Tetrazol-2-yl)-2-pyrrolidone-5-carboxylate). RXN SMILES: CC1C=CC=CC=1O[CH:5]([C:12]([OH:14])=O)[CH2:6][C@@H:7]([C:9]([OH:11])=[O:10])[NH2:8].C1(P(C2C=CC=CC=2)C2C=CC=CC=2)C=CC=CC=1.[NH:38]1[CH:42]=[N:41][N:40]=[N:39]1.N(C(OCC)=O)=N[C:45](OCC)=O>O1CCCC1.C(Cl)(Cl)Cl>[N:38]1[N:39]([CH:5]2[CH2:6][CH:7]([C:9]([O:11][CH3:45])=[O:10])[NH:8][C:12]2=[O:14])[N:40]=[N:41][CH:42]=1. Procedure details: A mixture of the compound prepared as described in Example 4 (318 mg), triphenylphosphine (577 mg), and tetrazole (155 mg) in dry tetrahydrofuran (4.5 ml) was cooled in an ice/water bath, and treated with diethyl azodicarboxylate (383 mg) over a ten minute period. After the addition was complete, the reaction was allowed to warm to room temperature. After about 171/2 hours, the reaction solution was concentrated in vacuo to give a greasy crystalline mass. This material was diluted with chlorofor... Run in O1CCCC1 (tetrahydrofuran), C(Cl)(Cl)Cl (chloroform). Starting materials: CC1=C(OC(C[C@H](N)C(=O)O)C(=O)O)C=CC=C1 (4-(2-methylphenoxy)glutamic acid), N(=NC(=O)OCC)C(=O)OCC (diethyl azodicarboxylate), C1(=CC=CC=C1)P(C1=CC=CC=C1)C1=CC=CC=C1 (triphenylphosphine), N1N=NN=C1 (tetrazole). Reactants: NC1=C(C(=O)O)C=CC(=C1)OC (2-amino-4-methoxybenzoic acid), CN (methylamine), N1(CCCC1)CCCOC1=CC=C(C=O)C=C1 (4-(3-pyrrolidin-1-ylpropoxy)benzaldehyde). Yields the product COC1=CC=C2C(N(C(=NC2=C1)C1=CC=C(C=C1)OCCCN1CCCC1)C)=O (7-Methoxy-3-methyl-2-[4-(3-pyrrolidin-1-ylpropoxy)phenyl]quinazolin-4(3H)-one). Reaction SMILES: [NH2:1][C:2]1[CH:10]=[C:9]([O:11][CH3:12])[CH:8]=[CH:7][C:3]=1[C:4]([OH:6])=O.[CH3:13][NH2:14].[N:15]1([CH2:20][CH2:21][CH2:22][O:23][C:24]2[CH:31]=[CH:30][C:27]([CH:28]=O)=[CH:26][CH:25]=2)[CH2:19][CH2:18][CH2:17][CH2:16]1>>[CH3:12][O:11][C:9]1[CH:10]=[C:2]2[C:3]([C:4](=[O:6])[N:14]([CH3:13])[C:28]([C:27]3[CH:30]=[CH:31][C:24]([O:23][CH2:22][CH2:21][CH2:20][N:15]4[CH2:19][CH2:18][CH2:17][CH2:16]4)=[CH:25][CH:26]=3)=[N:1]2)=[CH:7][CH:8]=1. Procedure details: The entitled compound was obtained according to the method of Example 15 but starting from 2-amino-4-methoxybenzoic acid, methylamine and 4-(3-pyrrolidin-1-ylpropoxy)benzaldehyde. The reactants are ClC1=C(C=C(C(=N1)C(=O)N1CCC(CC1)N1CCCC1)C)C1=CC(=CC=C1)C(F)(F)F ([6-Chloro-3-methyl-5-(3-trifluoromethyl-phenyl)-pyridin-2-yl]-(4-pyrrolidin-1-yl-piperidin-1-yl)-methanone), C(CN)N (ethane-1,2-diamine), C1(=CC=CC=C1)P(C1=C(C2=CC=CC=C2C=C1)C1=C(C=CC2=CC=CC=C12)P(C1=CC=CC=C1)C1=CC=CC=C1)C1=CC=CC=C1 ([rac]-2,2′-bis(diphenylphosphino)-1,1′-binaphthyl), C([O-])([O-])=O.[Cs+].[Cs+] (cesium carbonate). The reagents and catalysts are C(C)(=O)[O-].[Pd+2].C(C)(=O)[O-] (palladium(II) acetate). Solvent: C1(=CC=CC=C1)C (toluene). Product: NCCNC1=C(C=C(C(=N1)C(=O)N1CCC(CC1)N1CCCC1)C)C1=CC(=CC=C1)C(F)(F)F ([6-(2-Amino-ethylamino)-3-methyl-5-(3-trifluoromethyl-phenyl)-pyridin-2-yl]-(4-pyrrolidin-1-yl-piperidin-1-yl)-methanone). RXN SMILES: Cl[C:2]1[N:7]=[C:6]([C:8]([N:10]2[CH2:15][CH2:14][CH:13]([N:16]3[CH2:20][CH2:19][CH2:18][CH2:17]3)[CH2:12][CH2:11]2)=[O:9])[C:5]([CH3:21])=[CH:4][C:3]=1[C:22]1[CH:27]=[CH:26][CH:25]=[C:24]([C:28]([F:31])([F:30])[F:29])[CH:23]=1.[CH2:32]([NH2:35])[CH2:33][NH2:34].C1(P(C2C=CC=CC=2)C2C=CC3C(=CC=CC=3)C=2C2C3C(=CC=CC=3)C=CC=2P(C2C=CC=CC=2)C2C=CC=CC=2)C=CC=CC=1.C(=O)([O-])[O-].[Cs+].[Cs+]>C1(C)C=CC=CC=1.C([O-])(=O)C.[Pd+2].C([O-])(=O)C>[NH2:34][CH2:33][CH2:32][NH:35][C:2]1[N:7]=[C:6]([C:8]([N:10]2[CH2:15][CH2:14][CH:13]([N:16]3[CH2:20][CH2:19][CH2:18][CH2:17]3)[CH2:12][CH2:11]2)=[O:9])[C:5]([CH3:21])=[CH:4][C:3]=1[C:22]1[CH:27]=[CH:26][CH:25]=[C:24]([C:28]([F:31])([F:30])[F:29])[CH:23]=1 |f:3.4.5,7.8.9|. Procedure details: In analogy to the procedure described for the preparation of example 6, [6-chloro-3-methyl-5-(3-trifluoromethyl-phenyl)-pyridin-2-yl]-(4-pyrrolidin-1-yl-piperidin-1-yl)-methanone (example 3) was reacted with ethane-1,2-diamine, [rac]-2,2′-bis(diphenylphosphino)-1,1′-binaphthyl, palladium(II) acetate and cesium carbonate in toluene at reflux to give the title compound as light yellow solid. MS: 476.3 (MH+).